Dataset: the Open Reaction Database (ORD), a public repository of structured organic reaction records. Task: describe an organic reaction: reactants, conditions, products, and yield The reactants are C=O (Formaldehyde), amine, FC(C(=O)O)(F)F.ClC1=CN(C2=CC=C3C(=C12)C(NCCO3)C)S(=O)(=O)C3=CC=CC=C3 (10-Chloro-1-methyl-8-(phenylsulfonyl)-1,3,4,8-tetrahydro-2H-[1,4]oxazepino[6,7-e]indole trifluoroacetate), C(C)(=O)O[BH-](OC(C)=O)OC(C)=O.[Na+] (sodium triacetoxyborohydride), amine. The solvent is C1CCOC1 (THF), CO (MeOH). Run at time 30 minute. Product: ClC1=CN(C2=CC=C3C(=C12)C(N(CCO3)C)C)S(=O)(=O)C3=CC=CC=C3 (10-Chloro-1,2-dimethyl-8-(phenylsulfonyl)-1,3,4,8-tetrahydro-2H-[1,4]oxazepino[6,7-e]indole). The yield is 49.3%. RXN SMILES: F[C:2](F)(F)[C:3]([OH:5])=O.[Cl:8][C:9]1[C:17]2[C:12](=[CH:13][CH:14]=[C:15]3OC[CH2:20][NH:19][CH:18]([CH3:23])[C:16]3=2)[N:11]([S:24]([C:27]2[CH:32]=[CH:31][CH:30]=[CH:29][CH:28]=2)(=[O:26])=[O:25])[CH:10]=1.C=O.C(O[BH-](OC(=O)C)OC(=O)C)(=O)C.[Na+]>CO.C1COCC1>[Cl:8][C:9]1[C:17]2[C:12](=[CH:13][CH:14]=[C:15]3[O:5][CH2:3][CH2:2][N:19]([CH3:20])[CH:18]([CH3:23])[C:16]3=2)[N:11]([S:24]([C:27]2[CH:32]=[CH:31][CH:30]=[CH:29][CH:28]=2)(=[O:26])=[O:25])[CH:10]=1 |f:0.1,3.4|. Reported procedure: 10-Chloro-1-methyl-8-(phenylsulfonyl)-1,3,4,8-tetrahydro-2H-[1,4]oxazepino[6,7-e]indole trifluoroacetate (Example 98, 59 mg, 0.15 mmol) in MeOH (1 mL) was converted to the free amine by PL-HCO3 MP SPE (Polymer Laboratories) column. Formaldehyde (37 wt. % in H2O, 0.20 mL, 2.4 mmol) was added to a solution of the free amine (0.15 mmol) in THF (1 mL). After stirring for 10 minutes at room temperature sodium triacetoxyborohydride (26 mg, 0.12 mmol) was added and the mixture was stirred for an additi... Reactants: CNC([C@@H](CC=C)C1=CC=CC=C1)=O ((S)-2-phenylpent-4-enoic acid, N-methyl amide), [H-].[Al+3].[Li+].[H-].[H-].[H-] (lithium aluminum hydride), [O-]S(=O)(=O)[O-].[Mg+2] (MgSO4). Run in O1CCCC1 (tetrahydrofuran). Run at time 24 hour. Product: CNC[C@@H](CC=C)C1=CC=CC=C1 ((S)-N-methyl-(2-phenylpent-4-enyl)amine). Reaction SMILES: [CH3:1][NH:2][C:3](=O)[C@H:4]([C:8]1[CH:13]=[CH:12][CH:11]=[CH:10][CH:9]=1)[CH2:5][CH:6]=[CH2:7].[H-].[Al+3].[Li+].[H-].[H-].[H-].[O-]S([O-])(=O)=O.[Mg+2]>O1CCCC1>[CH3:1][NH:2][CH2:3][C@H:4]([C:8]1[CH:9]=[CH:10][CH:11]=[CH:12][CH:13]=1)[CH2:5][CH:6]=[CH2:7] |f:1.2.3.4.5.6,7.8|. Procedure details: Combine (S)-2-phenylpent-4-enoic acid, N-methyl amide (1.35 g, 7.13 mmol) and tetrahydrofuran (20 mL). Cool in an ice bath, add a solution of lithium aluminum hydride (17 mL, 1.0 M in tetrahydrofuran, 17 mmol). After the addition is complete, heat the reaction mixture to reflux. After 24 hours, cool in an ice bath and carefully quench with water (0.6 mL), an aqueous 15% sodium hydroxide solution (0.6 mL) and then water (2 mL). Dilute the quenched reaction mixture with diethyl ether (50 mL), add ... The reactants are ClCC1=NC=CC(=C1C)OCC (2-(chloromethyl) 4-ethoxy-3-methylpyridine), C([O-])([O-])=O.[K+].[K+] (potassium carbonate), FC(C1=CC2=C(N=C(N2)S)C=C1)(F)F (5-(trifluoromethyl) 2 benzimidazolethiol). Run in CC(=O)C (acetone). Conditions: time 2 hour. The product is C(C)OC1=C(C(=NC=C1)CSC=1NC2=C(N1)C=CC(=C2)C(F)(F)F)C (2-[[(4 ethoxy-3-methyl-2-pyridyl) methyl]thio]-5-(trifluoromethyl)benzimidazole). As a reaction SMILES: Cl[CH2:2][C:3]1[C:8]([CH3:9])=[C:7]([O:10][CH2:11][CH3:12])[CH:6]=[CH:5][N:4]=1.[F:13][C:14]([F:26])([F:25])[C:15]1[CH:24]=[CH:23][C:18]2[N:19]=[C:20]([SH:22])[NH:21][C:17]=2[CH:16]=1.C(=O)([O-])[O-].[K+].[K+]>CC(C)=O>[CH2:11]([O:10][C:7]1[CH:6]=[CH:5][N:4]=[C:3]([CH2:2][S:22][C:20]2[NH:21][C:17]3[CH:16]=[C:15]([C:14]([F:26])([F:25])[F:13])[CH:24]=[CH:23][C:18]=3[N:19]=2)[C:8]=1[CH3:9])[CH3:12] |f:2.3.4|. Reported procedure: A solution of 5 g of 2-(chloromethyl) 4-ethoxy-3-methylpyridine and 5 g of 5-(trifluoromethyl) 2 benzimidazolethiol in 130 ml of abs. acetone was treated with 5 g of finely ground potassium carbonate and stirred at room temperature under argon for 2 hours. 100 ml of acetone were distilled off in a vacuum, whereupon the remaining portion of the reaction mixture was poured onto ice The crystallized-out product was filtered off and dissolved in methylene chloride. The solution obtained was washed w...